This data is from the Open Reaction Database (ORD), a public repository of structured organic reaction records. The task is: describe an organic reaction: reactants, conditions, products, and yield Starting materials: NC1=NC=C(C=N1)C=1C=C2CN(C(C2=CC1)=O)C1CC1 (5-(2-aminopyrimidin-5-yl)-2-cyclopropylisoindolin-1-one), ClC(C=O)C1(CC1)C=1C=C2C=CC=NC2=CC1 (chloro(1-quinolin-6-ylcyclopropyl)acetaldehyde). The solvent is C(C)(C)O (isopropyl alcohol). Reaction conditions: temperature 90 celsius, time 8 hour. Product: C1(CC1)N1C(C2=CC=C(C=C2C1)C=1C=NC=2N(C1)C(=CN2)C2(CC2)C=2C=C1C=CC=NC1=CC2)=O (2-cyclopropyl-5-[3-(1-quinolin-6-ylcyclopropyl)imidazo[1,2-a]pyrimidin-6-yl]isoindolin-1-one). Reaction SMILES: [NH2:1][C:2]1[N:7]=[CH:6][C:5]([C:8]2[CH:9]=[C:10]3[C:14](=[CH:15][CH:16]=2)[C:13](=[O:17])[N:12]([CH:18]2[CH2:20][CH2:19]2)[CH2:11]3)=[CH:4][N:3]=1.Cl[CH:22]([C:25]1([C:28]2[CH:29]=[C:30]3[C:35](=[CH:36][CH:37]=2)[N:34]=[CH:33][CH:32]=[CH:31]3)[CH2:27][CH2:26]1)[CH:23]=O>C(O)(C)C>[CH:18]1([N:12]2[CH2:11][C:10]3[C:14](=[CH:15][CH:16]=[C:8]([C:5]4[CH:4]=[N:3][C:2]5[N:7]([C:22]([C:25]6([C:28]7[CH:29]=[C:30]8[C:35](=[CH:36][CH:37]=7)[N:34]=[CH:33][CH:32]=[CH:31]8)[CH2:27][CH2:26]6)=[CH:23][N:1]=5)[CH:6]=4)[CH:9]=3)[C:13]2=[O:17])[CH2:20][CH2:19]1. Reported procedure: A mixture of 5-(2-aminopyrimidin-5-yl)-2-cyclopropylisoindolin-1-one (20 mg, 0.075 mmol) and chloro(1-quinolin-6-ylcyclopropyl)acetaldehyde (18 mg, 0.075 mmol) in isopropyl alcohol (0.5 mL) was stirred at 90° C. overnight. The reaction mixture was purified by RP-HPLC (pH 10) to afford the desired product. LCMS: (M+H)=458.1. Reactants: CCOCC, O=C(Cl)C(=O)Cl, Clc1ccc(Cn2ccc3ccccc32)cc1. The product is O=C(Cl)C(=O)c1cn(Cc2ccc(Cl)cc2)c2ccccc12. RXN SMILES: [CH2:24]([O:25][CH2:26][CH3:27])[CH3:28].[Cl:18][C:19](=[O:20])[C:21](=[O:22])[Cl:23].[Cl:1][c:2]1[cH:3][cH:4][c:5]([CH2:6][n:7]2[cH:8][cH:9][c:10]3[cH:11][cH:12][cH:13][cH:14][c:15]23)[cH:16][cH:17]1>>[Cl:1][c:2]1[cH:3][cH:4][c:5]([CH2:6][n:7]2[cH:8][c:9]([C:21]([C:19]([Cl:18])=[O:20])=[O:22])[c:10]3[cH:11][cH:12][cH:13][cH:14][c:15]23)[cH:16][cH:17]1.